This data is from the Open Reaction Database (ORD), a public repository of structured organic reaction records. The task is: describe an organic reaction: reactants, conditions, products, and yield Starting materials: C[Si](C)(C)[N-][Si](C)(C)C.[Na+] (sodium bis(trimethylsilyl)amide), C(C)C(C(=O)OCC)C(=O)OCC (Diethyl ethylmalonate), ClC1=NC=CC=C1[N+](=O)[O-] (2-chloro-3-nitropyridine). Run in O1CCCC1 (tetrahydrofuran). Procedure: Diethyl ethylmalonate is dissolved in tetrahydrofuran and treated with one equivalent of sodium bis(trimethylsilyl)amide followed by 2-chloro-3-nitropyridine to give the title compound. RXN SMILES: [CH2:1]([CH:3]([C:9]([O:11][CH2:12][CH3:13])=[O:10])[C:4]([O:6][CH2:7][CH3:8])=[O:5])[CH3:2].C[Si]([N-][Si](C)(C)C)(C)C.[Na+].Cl[C:25]1[C:30]([N+:31]([O-:33])=[O:32])=[CH:29][CH:28]=[CH:27][N:26]=1>O1CCCC1>[N+:31]([C:30]1[C:25]([C:3]([C:9]([O:11][CH2:12][CH3:13])=[O:10])([C:4]([O:6][CH2:7][CH3:8])=[O:5])[CH2:1][CH3:2])=[N:26][CH:27]=[CH:28][CH:29]=1)([O-:33])=[O:32] |f:1.2|. Product: [N+](=O)([O-])C=1C(=NC=CC1)C(CC)(C(=O)OCC)C(=O)OCC (3-Nitro-2-[1,1-bis(ethoxycarbonyl)propyl]pyridine). Reactants: FC1=C(NC=2C(=CN(C(C2)=O)CCOC2OCCCC2)C(=O)N)C=CC(=C1)I (4-(2-Fluoro-4-iodoanilino)-6-oxo-1-[2-(tetrahydro-2H-pyran-2-yloxy)ethyl]-1,6-dihydro-3-pyridinecarboxamide), Cl (HCl). Run in CCO (EtOH), O (water). Conditions: time 2 hour. Product: FC1=C(NC=2C(=CN(C(C2)=O)CCO)C(=O)N)C=CC(=C1)I (4-(2-fluoro-4-iodoanilino)-1-(2-hydroxyethyl)-6-oxo-1,6-dihydro-3-pyridinecarboxamide). The yield is 94.9%. RXN SMILES: [F:1][C:2]1[CH:27]=[C:26]([I:28])[CH:25]=[CH:24][C:3]=1[NH:4][C:5]1[C:6]([C:21]([NH2:23])=[O:22])=[CH:7][N:8]([CH2:12][CH2:13][O:14]C2CCCCO2)[C:9](=[O:11])[CH:10]=1.Cl>CCO.O>[F:1][C:2]1[CH:27]=[C:26]([I:28])[CH:25]=[CH:24][C:3]=1[NH:4][C:5]1[C:6]([C:21]([NH2:23])=[O:22])=[CH:7][N:8]([CH2:12][CH2:13][OH:14])[C:9](=[O:11])[CH:10]=1. Reported procedure: 4-(2-Fluoro-4-iodoanilino)-6-oxo-1-[2-(tetrahydro-2H-pyran-2-yloxy)ethyl]-1,6-dihydro-3-pyridinecarboxamide (118 mg, 0.24 mmol) was dissolved in EtOH (8 mL), to which was added 1 M HCl (2 mL). This mixture was stirred at R.T. for 2 h., then diluted with water (80 mL). The resulting solution was extracted with EtOAc (3×40 mL), then the combined EtOAc fractions washed with water (2×50 mL) and brine (50 mL), then dried (Na2SO4). Removal of the solvent under reduced pressure afforded 4-(2-fluoro-4-i... The reactants are NCCSC=1N=CN2C1SC(=C2)C=2[C@@H]([C@H]1N(C2C(=O)[O-])C([C@@H]1[C@@H](C)O)=O)C.[Na+] (Sodium (1S,5R,6S)-2-[7-(2-aminoethyl)thioimidazo[5,1-b]thiazol-2-yl]-6-((1R)-1-hydroxyethyl)-1-methyl-1-carbapen-2-em-3-carboxylate), Cl.C(C)OC=N (Ethylformimidate hydrochloride), C([O-])([O-])=O.[Na+].[Na+] (sodium carbonate). The solvent is O (water). Conditions: time 1 hour. Product: C(=N)NCCSC=1N=CN2C1SC(=C2)C=2[C@@H]([C@H]1N(C2C(=O)[O-])C([C@@H]1[C@@H](C)O)=O)C.[Na+] (Sodium (1S,5R,6S)-2-[7-(2-formimidoylaminoethyl)thioimidazo[5,1-b]thiazol-2-yl]-6-((1R)-1-hydroxyethyl)-1-methyl-1-carbapen-2-em-3-carboxylate). As a reaction SMILES: [NH2:1][CH2:2][CH2:3][S:4][C:5]1[N:6]=[CH:7][N:8]2[CH:12]=[C:11]([C:13]3[C@H:14]([CH3:27])[C@@H:15]4[C@@H:22]([C@H:23]([OH:25])[CH3:24])[C:21](=[O:26])[N:16]4[C:17]=3[C:18]([O-:20])=[O:19])[S:10][C:9]=12.[Na+:28].Cl.C(O[CH:33]=[NH:34])C.C(=O)([O-])[O-].[Na+].[Na+]>O>[CH:33]([NH:1][CH2:2][CH2:3][S:4][C:5]1[N:6]=[CH:7][N:8]2[CH:12]=[C:11]([C:13]3[C@H:14]([CH3:27])[C@@H:15]4[C@@H:22]([C@H:23]([OH:25])[CH3:24])[C:21](=[O:26])[N:16]4[C:17]=3[C:18]([O-:20])=[O:19])[S:10][C:9]=12)=[NH:34].[Na+:28] |f:0.1,2.3,4.5.6,8.9|. Procedure: Sodium (1S,5R,6S)-2-[7-(2-aminoethyl)thioimidazo[5,1-b]thiazol-2-yl]-6-((1R)-1-hydroxyethyl)-1-methyl-1-carbapen-2-em-3-carboxylate (45.7 mg) was suspended in 3 ml of water under ice cooling. Ethylformimidate hydrochloride (46 mg) was added to the suspension. While adjusting the mixture to pH 8 to 9 by the addition of an aqueous sodium carbonate solution, the mixture was stirred at that temperature for one hr, and then at room temperature for 1.5 hr. The reaction product was then purified by col... Reactants: [Li]CCCC, CN(C)CCN(C)C, Cc1csc(-c2ncsc2C(C)C)c1, O=C(C(F)(F)F)C(F)(F)F, C1CCOC1. Product: Cc1csc(-c2nc(C(O)(C(F)(F)F)C(F)(F)F)sc2C(C)C)c1. RXN SMILES: [CH2:23]([Li:24])[CH2:25][CH2:26][CH3:27].[CH3:15][N:16]([CH3:17])[CH2:18][CH2:19][N:20]([CH3:21])[CH3:22].[CH3:1][CH:2]([CH3:3])[c:4]1[c:5](-[c:9]2[s:10][cH:11][c:12]([CH3:14])[cH:13]2)[n:6][cH:7][s:8]1.[F:28][C:29]([F:30])([F:31])[C:32](=[O:33])[C:34]([F:35])([F:36])[F:37].[O:38]1[CH2:39][CH2:40][CH2:41][CH2:42]1>>[CH3:1][CH:2]([CH3:3])[c:4]1[c:5](-[c:9]2[s:10][cH:11][c:12]([CH3:14])[cH:13]2)[n:6][c:7]([C:32]([C:29]([F:28])([F:30])[F:31])([OH:33])[C:34]([F:35])([F:36])[F:37])[s:8]1.